Dataset: the Open Reaction Database (ORD), a public repository of structured organic reaction records. Task: describe an organic reaction: reactants, conditions, products, and yield The reactants are C(#N)C1=C(C=CC(=C1)[N+](=O)[O-])NC(OC(C)(C)C)=O (tert-butyl (2-cyano-4-nitrophenyl)carbamate), C(=O)[O-].[NH4+] (ammonium formate). Reaction SMILES: [C:1]([C:3]1[CH:8]=[C:7]([N+:9]([O-])=O)[CH:6]=[CH:5][C:4]=1[NH:12][C:13](=[O:19])[O:14][C:15]([CH3:18])([CH3:17])[CH3:16])#[N:2].C([O-])=O.[NH4+]>C(O)C.[Pd]>[NH2:9][C:7]1[CH:6]=[CH:5][C:4]([NH:12][C:13](=[O:19])[O:14][C:15]([CH3:16])([CH3:17])[CH3:18])=[C:3]([C:1]#[N:2])[CH:8]=1 |f:1.2|. Product: NC1=CC(=C(C=C1)NC(OC(C)(C)C)=O)C#N (tert-butyl 4-amino-2-cyanophenylcarbamate). Procedure details: The thiazolo[5,4-f]quinazoline-2-carbonitriles VIIIaa-ib were prepared following scheme 1: N-Boc Protection of 2-amino-5-nitrobenzonitrile using di-tert-butyl dicarbonate in a suitable solvent, such as dichloromethane, in presence of suitable bases such as triethylamine and 4-(dimethylamino)pyridine and preferably at room temperature, provides tert-butyl (2-cyano-4-nitrophenyl)carbamate I in high yield. Reduction of the nitro intermediate I, for example by treatment with ammonium formate and a c... Reagents/catalysts: [Pd] (palladium charcoal). Run in C(C)O (ethanol). The product is C(=O)CN(C(=O)C1CCCCC1)C1=NC=CC=C1 (N-Formylmethyl-N-(2-pyridyl)cyclohexanecarboxamide). The reactants are COC(CN(C(=O)C1CCCCC1)C1=NC=CC=C1)OC (N-[(2,2-dimethoxy)ethyl]-N-(2-pyridyl)cyclohexanecarboxamide), 1,4-hydroquinone, Cl (HCl), C(=O)([O-])[O-].[Na+].[Na+] (Na2CO3). RXN SMILES: C[O:2][CH:3](OC)[CH2:4][N:5]([C:14]1[CH:19]=[CH:18][CH:17]=[CH:16][N:15]=1)[C:6]([CH:8]1[CH2:13][CH2:12][CH2:11][CH2:10][CH2:9]1)=[O:7].Cl.C([O-])([O-])=O.[Na+].[Na+]>C(Cl)Cl>[CH:3]([CH2:4][N:5]([C:14]1[CH:19]=[CH:18][CH:17]=[CH:16][N:15]=1)[C:6]([CH:8]1[CH2:13][CH2:12][CH2:11][CH2:10][CH2:9]1)=[O:7])=[O:2] |f:2.3.4|. Yield: 76.4%. Procedure: A mixture of 1.46 g of N-[(2,2-dimethoxy)ethyl]-N-(2-pyridyl)cyclohexanecarboxamide, 0.05 g of 1,4-hydroquinone, and 25 ml of 2N HCl was stirred at 80° C. for 20 min under nitrogen stream. Afterwards, it was cooled at 0° C., diluted with 50 ml of methylene chloride, and alkalinized to pH=10 with 20% aqueous Na2CO3. The aqueous layer was extracted twice with methylene chloride and the combined organic layers were dried (sodium sulfate) and evaporated to dryness in vacuo affording 0.94 g of the ti... Run in C(Cl)Cl (methylene chloride). Conditions: temperature 80 celsius, time 20 minute.